From a dataset of the Open Reaction Database (ORD), a public repository of structured organic reaction records. describe an organic reaction: reactants, conditions, products, and yield The reactants are Br.Br.C(CSC=1NC(=C(N1)C1=CC=C(C=C1)Br)C1=CC=C(C=C1)Br)SC=1NC(=C(N1)C1=CC=C(C=C1)Br)C1=CC=C(C=C1)Br (2,2'-[1,2-Ethanediylbis(thio)]bis[4,5-bis(4-bromophenyl)-1H-imidazole] dihydrobromide), C([O-])([O-])=O.[Na+].[Na+] (sodium carbonate). Solvent: C(C)O (ethanol). Yields the product C(CSC=1NC(=C(N1)C1=CC=C(C=C1)Br)C1=CC=C(C=C1)Br)SC=1NC(=C(N1)C1=CC=C(C=C1)Br)C1=CC=C(C=C1)Br (2,2'-[1,2-Ethanediylbis(thio)]bis[4,5-bis(4-bromophenyl)-1H-imidazole]). RXN SMILES: Br.Br.[CH2:3]([S:25][C:26]1[NH:27][C:28]([C:38]2[CH:43]=[CH:42][C:41]([Br:44])=[CH:40][CH:39]=2)=[C:29]([C:31]2[CH:36]=[CH:35][C:34]([Br:37])=[CH:33][CH:32]=2)[N:30]=1)[CH2:4][S:5][C:6]1[NH:7][C:8]([C:18]2[CH:23]=[CH:22][C:21]([Br:24])=[CH:20][CH:19]=2)=[C:9]([C:11]2[CH:16]=[CH:15][C:14]([Br:17])=[CH:13][CH:12]=2)[N:10]=1.C(=O)([O-])[O-].[Na+].[Na+]>C(O)C>[CH2:4]([S:5][C:6]1[NH:10][C:9]([C:11]2[CH:12]=[CH:13][C:14]([Br:17])=[CH:15][CH:16]=2)=[C:8]([C:18]2[CH:23]=[CH:22][C:21]([Br:24])=[CH:20][CH:19]=2)[N:7]=1)[CH2:3][S:25][C:26]1[NH:27][C:28]([C:38]2[CH:39]=[CH:40][C:41]([Br:44])=[CH:42][CH:43]=2)=[C:29]([C:31]2[CH:36]=[CH:35][C:34]([Br:37])=[CH:33][CH:32]=2)[N:30]=1 |f:0.1.2,3.4.5|. Procedure details: 2,2'-[1,2-Ethanediylbis(thio)]bis[4,5-bis(4-bromophenyl)-1H-imidazole] dihydrobromide (ca. 65 g) was slurried with warm ethanol (150 ml) and 5% aqueous sodium carbonate (500 ml) was added. The mixture was filtered and the precipitate was washed with water then ethanol, air-dried and recrystallized to give the title compound. Starting materials: CC(C)([O-])C.[K+] (Potassium tert-butoxide), BrC=1C=NC=CC1 (3-Bromopyridine), N1CCNCC1 (piperazine). The reagents and catalysts are CC(C)([P](C(C)(C)C)([Pd][P](C(C)(C)C)(C(C)(C)C)C(C)(C)C)C(C)(C)C)C (Pd(PtBu3)2). Solvent: CCOC(=O)C (EtOAc), C=1(C(=CC=CC1)C)C (xylene). Conditions: temperature 120 celsius. Yields the product N1=CC(=CC=C1)N1CCNCC1 (1-(pyridin-3-yl)piperazine). The yield is 33.9%. As a reaction SMILES: Br[C:2]1[CH:3]=[N:4][CH:5]=[CH:6][CH:7]=1.[NH:8]1[CH2:13][CH2:12][NH:11][CH2:10][CH2:9]1.CC(C)([O-])C.[K+]>C1(C)C(C)=CC=CC=1.CCOC(C)=O.CC(C)([P](C(C)(C)C)([Pd][P](C(C)(C)C)(C(C)(C)C)C(C)(C)C)C(C)(C)C)C>[N:4]1[CH:5]=[CH:6][CH:7]=[C:2]([N:8]2[CH2:13][CH2:12][NH:11][CH2:10][CH2:9]2)[CH:3]=1 |f:2.3,^1:36,42|. Procedure details: 3-Bromopyridine (1.0 g, 6.32 mmol) and piperazine (3.2 g, 37.9 mmol) were dissolved in xylene (10 mL) and the solution was purged with argon for 10 min. Potassium tert-butoxide (0.99 g, 8.86 mmol) and catalytic Pd(PtBu3)2 (320 mg, 0.63 mmol) were added and the reaction mixture was heated to 120° C. for 10 h, cooled to room temperature, diluted with EtOAc and filtered through Celite. The filtrate was washed with water and brine, dried over anhydrous Na2SO4, and concentrated under reduced pressure... Reactants: COC(=O)C1=CC=C(C=C1)SC1(C(CCCC1)=O)C(=O)OC(C)(C)C (2-(4-methoxycarbonylphenylthio)-2-tert.butoxycarbonylcyclohexanone), potassium tert.butylate, CO (methanol). Solvent: C(C)(=O)OCC (ethyl acetate). Run at time 2 hour. The product is COC(CCCCC(C(=O)OC(C)(C)C)SC1=C(C=CC=C1)C(=O)OC)=O (6-(Methoxycarbonylphenylthio)-6-tert.butyloxycarbonylhexanoic acid methyl ester). Reaction SMILES: COC([C:5]1[CH:10]=[CH:9][C:8]([S:11][C:12]2([C:19]([O:21][C:22]([CH3:25])([CH3:24])[CH3:23])=[O:20])[CH2:17][CH2:16][CH2:15][CH2:14][C:13]2=[O:18])=[CH:7][CH:6]=1)=O.[CH3:26][OH:27]>C(OCC)(=O)C>[CH3:26][O:27][C:13](=[O:18])[CH2:14][CH2:15][CH2:16][CH2:17][CH:12]([S:11][C:8]1[CH:7]=[CH:6][CH:5]=[CH:10][C:9]=1[C:19]([O:21][CH3:22])=[O:20])[C:19]([O:21][C:22]([CH3:23])([CH3:24])[CH3:25])=[O:20]. Procedure: 1 g (30.2 mmol) of 2-(4-methoxycarbonylphenylthio)-2-tert.butoxycarbonylcyclohexanone is dissolved, together with 0.37 g (3.3 mmol) of potassium tert.butylate, in 100 ml of methanol of reagent purity and the solutions is left to stand for 2 hours at room temperature. It is then diluted with 500 ml of ethyl acetate and the organic phase is washed with water and a saturated sodium chloride solution, dried with sodium sulphate and concentrated by evaporation. After drying in a high vacuum 11.3 g of... Starting materials: CCOC(=O)CBr, O=C([O-])[O-], CCC(C)=O, Oc1ccc(Oc2ccc(C(F)(F)F)cc2Cl)cc1, [K+], [K+]. Product: CCOC(=O)COc1ccc(Oc2ccc(C(F)(F)F)cc2Cl)cc1. Reaction SMILES: [Br:20][CH2:21][C:22](=[O:23])[O:24][CH2:25][CH3:26].[C:27](=[O:28])([O-:29])[O-:30].[CH2:33]([C:34]([CH3:35])=[O:36])[CH3:37].[Cl:1][c:2]1[c:3]([O:4][c:5]2[cH:6][cH:7][c:8]([OH:11])[cH:9][cH:10]2)[cH:12][cH:13][c:14]([C:16]([F:17])([F:18])[F:19])[cH:15]1.[K+:31].[K+:32]>>[Cl:1][c:2]1[c:3]([O:4][c:5]2[cH:6][cH:7][c:8]([O:11][CH2:21][C:22](=[O:23])[O:24][CH2:25][CH3:26])[cH:9][cH:10]2)[cH:12][cH:13][c:14]([C:16]([F:17])([F:18])[F:19])[cH:15]1. The reactants are amino acid, amino acid, D-amino acid, amino acids, O=C[C@H](O)[C@@H](O)[C@H](O)[C@H](O)CO (glucose), N (ammonia), N[C@@H](CC(=O)O)C(=O)O (aspartic acid), L-amino acids, L-amino acids. The product is L-amino acid, C(=O)=O (carbon dioxide), C(=O)(C(=O)O)CC(=O)[O-] (oxaloacetate). Reaction SMILES: [O:1]=C[C@@H]([C@H]([C@@H]([C@@H](CO)O)O)O)O.N.N[C@H:15]([C:20]([OH:22])=[O:21])[CH2:16][C:17]([OH:19])=[O:18]>>[C:17](=[O:19])=[O:18].[C:15]([CH2:16][C:17]([O-:19])=[O:18])([C:20]([OH:22])=[O:21])=[O:1]. Procedure details: The present invention provides an enzymatic or microbial bioconversion process that is capable of producing L-amino acids from the corresponding racemic mixture or from purely D-amino acid sources. The invention utilizes a transaminase that is moderately selective in the conversion of D and L amino acids to 2-keto acids, but exhibits absolute stereospecificity in the conversion of 2-keto acids to L-amino acids. Hence, a D amino acid or a D, L mixture of an amino acid can react with a) glucose an...